From a dataset of the Open Reaction Database (ORD), a public repository of structured organic reaction records. describe an organic reaction: reactants, conditions, products, and yield Starting materials: COC1=NC(=CC=C1C1=N[C@@H]2CC[C@H](C[C@@H]2C2=CC(=C(C=C12)OC)OCC)O)OC ((2R,4aR,10bR)-6-(2,6-Dimethoxy-pyridin-3-yl)-9-ethoxy-8-methoxy-1,2,3,4,4a,10b-hexahydro-phenanthridin-2-ol), Cl (HCl). Solvent: CC(C)O (2-propanol). Conditions: temperature 60 celsius. Yields the product Cl.COC1=NC(=CC=C1C1=N[C@@H]2CC[C@H](C[C@@H]2C2=CC(=C(C=C12)OC)OCC)O)OC ((2R,4aR,10bR)-6-(2,6-Dimethoxy-pyridin-3-yl)-9-ethoxy-8-methoxy-1,2,3,4,4a,10b-hexahydro-phenanthridin-2-ol hydrochloride). Reaction SMILES: [CH3:1][O:2][C:3]1[C:8]([C:9]2[C:22]3[C:17](=[CH:18][C:19]([O:25][CH2:26][CH3:27])=[C:20]([O:23][CH3:24])[CH:21]=3)[C@@H:16]3[C@@H:11]([CH2:12][CH2:13][C@@H:14]([OH:28])[CH2:15]3)[N:10]=2)=[CH:7][CH:6]=[C:5]([O:29][CH3:30])[N:4]=1.[ClH:31]>CC(O)C>[ClH:31].[CH3:1][O:2][C:3]1[C:8]([C:9]2[C:22]3[C:17](=[CH:18][C:19]([O:25][CH2:26][CH3:27])=[C:20]([O:23][CH3:24])[CH:21]=3)[C@@H:16]3[C@@H:11]([CH2:12][CH2:13][C@@H:14]([OH:28])[CH2:15]3)[N:10]=2)=[CH:7][CH:6]=[C:5]([O:29][CH3:30])[N:4]=1 |f:3.4|. Procedure: (2R,4aR,10bR)-6-(2,6-Dimethoxy-pyridin-3-yl)-9-ethoxy-8-methoxy-1,2,3,4,4a,10b-hexahydro-phenanthridin-2-ol (1.5 g; 3.6 mmol) is dissolved in 9 ml of 2-propanol. The solution is heated up to 60° C. 760 μl (3.8 mmol) of HCl (c=5 mol/l in 2-propanol) are added. The solution is cooled down to room temperature and stirred over night. The solution is inoculated with some crystals of the title compound. After crystallisation the suspension is stirred over night. The crystals are filtered off and dried... Starting materials: ClCCCCBr, O=C([O-])[O-], COc1cc(C(C)=O)ccc1O, CC(C)=O, [K+], [K+]. The product is COc1cc(C(C)=O)ccc1OCCCCCl. RXN SMILES: [Br:13][CH2:14][CH2:15][CH2:16][CH2:17][Cl:18].[C:19](=[O:20])([O-:21])[O-:22].[CH3:1][C:2](=[O:3])[c:4]1[cH:5][c:6]([O:7][CH3:8])[c:9]([OH:10])[cH:11][cH:12]1.[CH3:25][C:26](=[O:27])[CH3:28].[K+:23].[K+:24]>>[CH3:1][C:2](=[O:3])[c:4]1[cH:5][c:6]([O:7][CH3:8])[c:9]([O:10][CH2:14][CH2:15][CH2:16][CH2:17][Cl:18])[cH:11][cH:12]1. Starting materials: CCOC(=O)C(Cc1ccc(OCCCBr)cc1)OC, O=C(c1ccccc1)c1ccc(O)cc1O. Yields the product CCOC(=O)C(Cc1ccc(OCCCOc2ccc(C(=O)c3ccccc3)c(O)c2)cc1)OC. Reaction SMILES: [CH2:1]([CH3:2])[O:3][C:4]([CH:5]([CH2:6][c:7]1[cH:8][cH:9][c:10]([O:13][CH2:14][CH2:15][CH2:16][Br:17])[cH:11][cH:12]1)[O:18][CH3:19])=[O:20].[OH:21][c:22]1[c:23]([C:24](=[O:25])[c:26]2[cH:27][cH:28][cH:29][cH:30][cH:31]2)[cH:32][cH:33][c:34]([OH:36])[cH:35]1>>[CH2:1]([CH3:2])[O:3][C:4]([CH:5]([CH2:6][c:7]1[cH:8][cH:9][c:10]([O:13][CH2:14][CH2:15][CH2:16][O:36][c:34]2[cH:33][cH:32][c:23]([C:24](=[O:25])[c:26]3[cH:27][cH:28][cH:29][cH:30][cH:31]3)[c:22]([OH:21])[cH:35]2)[cH:11][cH:12]1)[O:18][CH3:19])=[O:20]. The product is BrC1=CC=C(C=C1)SC1=C(C=C(C=C1)F)F (1-(4-bromo-phenylsulfanyl)-2,4-difluorobenzene). RXN SMILES: [Br:1][C:2]1[CH:7]=[CH:6][C:5]([SH:8])=[CH:4][CH:3]=1.[F:9][C:10]1[CH:15]=[C:14]([F:16])[CH:13]=[CH:12][C:11]=1I.CC(CCC)C(=O)C(=O)C(C)(C)C.C(=O)([O-])[O-].[Cs+].[Cs+]>C(OCC)(=O)C.Cl[Cu].CN1CCCC1=O>[Br:1][C:2]1[CH:7]=[CH:6][C:5]([S:8][C:13]2[CH:12]=[CH:11][C:10]([F:9])=[CH:15][C:14]=2[F:16])=[CH:4][CH:3]=1 |f:3.4.5|. Reagents/catalysts: Cl[Cu] (CuCl). Procedure details: N-Methyl-2-pyrrolidone (10 mL) was added to 4-bromothiophenol (0.500 g, 2.64 mmol) in a sealed tube and the mixture was purged with argon for 5 minutes. After this time, 2,4-difluoroiodobenzene (0.63 g, 2.64 mmol), CuCl (0.131 g, 1.32 mmol), tetramethyl heptanedione (0.14 mL, 0.66 mmol) and cesium carbonate (1.70 g, 5.28 mmol) were added to the reaction mixture. The reaction mixture was stirred at 130° C. under argon for 2 hours. The reaction mixture was cooled to room temperature, diluted with ... Run at temperature 130 celsius, time 2 hour. Run in hexanes, CN1C(CCC1)=O (N-Methyl-2-pyrrolidone), C(C)(=O)OCC (ethyl acetate). The yield is 70.4%. Reactants: FC1=C(C=CC(=C1)F)I (2,4-difluoroiodobenzene), CC(C(C(C(C)(C)C)=O)=O)CCC (tetramethyl heptanedione), C([O-])([O-])=O.[Cs+].[Cs+] (cesium carbonate), BrC1=CC=C(C=C1)S (4-bromothiophenol). The reactants are petroleum ether ether, C(C)(=O)O (acetic acid), C(C)(=O)C=1C=C2C(=CC(=NC2=C(C1O)CCC)C(=O)OC)SC1=CC=CC=C1 (Methyl 6-acetyl-7-hydroxy-4-phenylthio-8-propyl-quinoline-2-carboxylate), C(C)OC(C(=O)OCC)=O (diethyloxalate), CCOCC (ether). Run in O1CCOCC1 (dioxan), [Cl-].[Na+].O (brine), CN(C=O)C (dimethylformamide). The product is COC(=O)C1=NC2=C(C3=C(C=C2C(=C1)SC1=CC=CC=C1)C(C=C(O3)C(=O)OCC)=O)CCC (Ethyl 8-methoxycarbonyl-4-oxo-6-phenylthio-10-propyl-4H-pyrano[3,2-g]quinoline-2-carboxylate). Isolated yield 31.1%. Reaction SMILES: [C:1]([C:4]1[CH:5]=[C:6]2[C:11](=[C:12]([CH2:15][CH2:16][CH3:17])[C:13]=1[OH:14])[N:10]=[C:9]([C:18]([O:20][CH3:21])=[O:19])[CH:8]=[C:7]2[S:22][C:23]1[CH:28]=[CH:27][CH:26]=[CH:25][CH:24]=1)(=[O:3])[CH3:2].[CH2:29]([O:31][C:32](=[O:38])[C:33](OCC)=O)[CH3:30].CCOCC.C(O)(=O)C>CN(C)C=O.[Cl-].[Na+].O.O1CCOCC1>[CH3:21][O:20][C:18]([C:9]1[CH:8]=[C:7]([S:22][C:23]2[CH:28]=[CH:27][CH:26]=[CH:25][CH:24]=2)[C:6]2[C:11](=[C:12]([CH2:15][CH2:16][CH3:17])[C:13]3[O:14][C:33]([C:32]([O:31][CH2:29][CH3:30])=[O:38])=[CH:2][C:1](=[O:3])[C:4]=3[CH:5]=2)[N:10]=1)=[O:19] |f:5.6.7|. Reported procedure: A solution of the product of step (a) (4.0 g) and diethyloxalate (13.0 g) in dry dimethylformamide (275 ml) was slowly added to a stirred suspension of ether washed sodium hydride (50% dispersion in oil, 2.1 g) in dry dimethylformamide (225 ml) under an atmosphere of nitrogen. The resulting suspension was stirred for 1 week then poured into water (1000 ml). The solution formed was acidified with glacial acetic acid, made saline with brine, extracted with ethyl acetate (2×500 ml), washed with wat...